Dataset: the Open Reaction Database (ORD), a public repository of structured organic reaction records. Task: describe an organic reaction: reactants, conditions, products, and yield Procedure details: The crude product of example 22 (b) (˜5.6 mmol) was dissolved in morpholine (10 mL) and heated to 57° C. while stirring under argon for 1 h. The solvent was pumped off, and the residue was partitioned between EtOAc and water. The organic phase was washed with brine, dried (Na2SO4), and concentrated. The crude product was purified by flash chromatography (silica gel, 2–5% MeOH/CH2Cl2) to give the title compound as a white solid. ES (+) MS m/e=259 (MH+) Run at temperature 57 celsius, time 1 hour. Reactants: S(C)(=O)(=O)OCC[C@H](C)NC(=O)OC(C)(C)C ((S)-3-(t-butoxycarbonylamino)-1-butanol Mesylate), N1CCOCC1 (morpholine). Yields the product C(C)(C)(C)OC(=O)N[C@H](CCN1CCOCC1)C (4-[(S)-3-(t-butoxycarbonylamino)but-1-yl]morpholine). RXN SMILES: S(O[CH2:6][CH2:7][C@@H:8]([NH:10][C:11]([O:13][C:14]([CH3:17])([CH3:16])[CH3:15])=[O:12])[CH3:9])(=O)(=O)C.[NH:18]1[CH2:23][CH2:22][O:21][CH2:20][CH2:19]1>>[C:14]([O:13][C:11]([NH:10][C@@H:8]([CH3:9])[CH2:7][CH2:6][N:18]1[CH2:23][CH2:22][O:21][CH2:20][CH2:19]1)=[O:12])([CH3:17])([CH3:16])[CH3:15]. The reactants are O[C@@H]1C=C2CC[C@H]3[C@@H]4CC[C@@H]([C@@]4(C)CC([C@@H]3[C@]2(CC1)C)=O)C(=O)OC (3β-hydroxy-17β-methoxycarbonylandrost-4-en-11-one), C(C)(=O)[O-] (acetate). The solvent is CC(=O)C (acetone). Product: O[C@H]1C=C2CC[C@H]3[C@@H]4CC[C@@H]([C@@]4(C)CC([C@@H]3[C@]2(CC1)C)=O)C(=O)OC (3α-Hydroxy-17β-methoxycarbonylandrost-4-en-11-one). The yield is 29.3%. Reaction SMILES: [OH:1][C@H:2]1[CH2:19][CH2:18][C@@:17]2([CH3:20])[C:4]([CH2:5][CH2:6][C@@H:7]3[C@@H:16]2[C:15](=[O:21])[CH2:14][C@@:12]2([CH3:13])[C@H:8]3[CH2:9][CH2:10][C@@H:11]2[C:22]([O:24][CH3:25])=[O:23])=[CH:3]1.C([O-])(=O)C>CC(C)=O>[OH:1][C@@H:2]1[CH2:19][CH2:18][C@@:17]2([CH3:20])[C:4]([CH2:5][CH2:6][C@@H:7]3[C@@H:16]2[C:15](=[O:21])[CH2:14][C@@:12]2([CH3:13])[C@H:8]3[CH2:9][CH2:10][C@@H:11]2[C:22]([O:24][CH3:25])=[O:23])=[CH:3]1. Reported procedure: This crude ester (about 600 mg.) was dissolved in acetone (50 ml.) and pH 5 acetate buffer was added. The solution was refluxed for 45 minutes, then concentrated by evaporation under reduced pressure, diluted with water and extracted with chloroform. The organic solution was dried over sodium sulphate and evaporated to an oil which was purified by preparative TLC and recrystallisation of the main band from acetone/petrol to give title compound (176 mg.) as off-white prisms, m.p. 121°-125°, [α]D ... The reactants are NC1=CC=NC=C1C(=O)O (4-aminonicotinic acid), C(C)(=O)O (acetic acid), BrBr (bromine). Run in O (water). Conditions: temperature 75 celsius, time 16 hour. Product: NC1=C(C=NC=C1C(=O)O)Br (4-amino-5-bromonicotinic acid). The yield is 83.6%. As a reaction SMILES: [NH2:1][C:2]1[C:7]([C:8]([OH:10])=[O:9])=[CH:6][N:5]=[CH:4][CH:3]=1.C(O)(=O)C.[Br:15]Br>O>[NH2:1][C:2]1[C:7]([C:8]([OH:10])=[O:9])=[CH:6][N:5]=[CH:4][C:3]=1[Br:15]. Procedure: A sealed tube was charged with 4-aminonicotinic acid 45 (8.00 g, 57.9 mmol), acetic acid (75 mL) and water (75 mL). The reaction was heated at 75° C. and stirred vigorously until homogeneous. After cooling to 50° C., bromine (10.0 mL, 195 mmol) was added and stirring continued for 16 h. Upon cooling to 0° C., the resulting orange precipitate was collected by filtration, rinsed with H2O, and dried under vacuum to give 46 (10.5 g, 84% yield). The reactants are COc1ccc(C(OCC2OC(n3ccc(NC(C)=O)nc3=O)C(O)C2O)(c2ccccc2)c2ccc(OC)cc2)cc1, N#CCCOCCl, O=C([O-])O, CCN(C(C)C)C(C)C, ClCCCl, [Na+]. The product is COc1ccc(C(OCC2OC(n3ccc(NC(C)=O)nc3=O)C(OCOCCC#N)C2O)(c2ccccc2)c2ccc(OC)cc2)cc1. Reaction SMILES: [C:1]([CH3:2])(=[O:3])[NH:4][c:5]1[n:6][c:7](=[O:43])[n:8]([CH:9]2[CH:10]([OH:11])[CH:12]([OH:13])[CH:14]([CH2:15][O:16][C:17]([c:18]3[cH:19][cH:20][c:21]([O:24][CH3:25])[cH:22][cH:23]3)([c:26]3[cH:27][cH:28][c:29]([O:32][CH3:33])[cH:30][cH:31]3)[c:34]3[cH:35][cH:36][cH:37][cH:38][cH:39]3)[O:40]2)[cH:41][cH:42]1.[C:53](#[N:54])[CH2:55][CH2:56][O:57][CH2:58][Cl:59].[C:60](=[O:61])([OH:62])[O-:63].[CH:44]([N:45]([CH:46]([CH3:47])[CH3:48])[CH2:49][CH3:50])([CH3:51])[CH3:52].[Cl:65][CH2:66][CH2:67][Cl:68].[Na+:64]>>[C:1]([CH3:2])(=[O:3])[NH:4][c:5]1[n:6][c:7](=[O:43])[n:8]([CH:9]2[CH:10]([O:11][CH2:58][O:57][CH2:56][CH2:55][C:53]#[N:54])[CH:12]([OH:13])[CH:14]([CH2:15][O:16][C:17]([c:18]3[cH:19][cH:20][c:21]([O:24][CH3:25])[cH:22][cH:23]3)([c:26]3[cH:27][cH:28][c:29]([O:32][CH3:33])[cH:30][cH:31]3)[c:34]3[cH:35][cH:36][cH:37][cH:38][cH:39]3)[O:40]2)[cH:41][cH:42]1.